Dataset: the Open Reaction Database (ORD), a public repository of structured organic reaction records. Task: describe an organic reaction: reactants, conditions, products, and yield The product is C(\C=C/C(=O)O)(=O)O.CNC(CCCOCC)C1(CCC1)C1=CC=C(C=C1)Cl (N-methyl-1-[1-(4-chlorophenyl)cyclobutyl)-4-ethoxybutylamine maleate). Procedure: A solution of N-formyl-1-[1-(4-chlorophenyl)-cyclobutyl]-4-ethoxybutylamine (1.6 g) in dry toluene (40 ml) was added dropwise to a stirred 70% solution of sodium bis-(2-methoxyethoxy)aluminium hydride in toluene sold under the trade name Red-Al (6 ml) in dry toluene (15 ml) at ambient temperature, under nitrogen. The mixture was stirred at 50° C. for 3 hours then cooled and water (20 ml) and then 5N sodium hydroxide solution (15 ml) were added. The mixture was extracted with ether and the extrac... Run at temperature 50 celsius, time 3 hour. The reactants are C(=O)NC(CCCOCC)C1(CCC1)C1=CC=C(C=C1)Cl (N-formyl-1-[1-(4-chlorophenyl)-cyclobutyl]-4-ethoxybutylamine), solution, [H-].COCCO[Al+]OCCOC.[Na+].[H-] (sodium bis-(2-methoxyethoxy)aluminium hydride), C(\C=C/C(=O)O)(=O)O (maleic acid), [OH-].[Na+] (sodium hydroxide), COCCO[AlH2-]OCCOC.[Na+] (Red-Al). Reaction SMILES: [CH:1]([NH:3][CH:4]([C:11]1([C:15]2[CH:20]=[CH:19][C:18]([Cl:21])=[CH:17][CH:16]=2)[CH2:14][CH2:13][CH2:12]1)[CH2:5][CH2:6][CH2:7][O:8][CH2:9][CH3:10])=O.[H-].COCCO[Al+]OCCOC.[Na+].[H-].COCCO[AlH2-]OCCOC.[Na+].[OH-].[Na+].[C:50]([OH:57])(=[O:56])/[CH:51]=[CH:52]\[C:53]([OH:55])=[O:54]>C1(C)C=CC=CC=1.O>[C:50]([OH:57])(=[O:56])/[CH:51]=[CH:52]\[C:53]([OH:55])=[O:54].[CH3:1][NH:3][CH:4]([C:11]1([C:15]2[CH:16]=[CH:17][C:18]([Cl:21])=[CH:19][CH:20]=2)[CH2:14][CH2:13][CH2:12]1)[CH2:5][CH2:6][CH2:7][O:8][CH2:9][CH3:10] |f:1.2.3.4,5.6,7.8,12.13|. The solvent is C1(=CC=CC=C1)C (toluene), C1(=CC=CC=C1)C (toluene), O (water), C1(=CC=CC=C1)C (toluene). Starting materials: N1CCCCC1 (piperidine), C(C)(=O)O (acetic acid), C(CC(=O)C)(=O)OCC (ethyl acetoacetate), FC(CCOCCOC1=CC(=C(C=C1)C=O)OC)(F)P(OCC)(OCC)=O (diethyl (1,1-difluoro-3-(2-(4-formyl-3-methoxyphenoxy)ethoxy)propyl)phosphonate), N1CCCCC1 (piperidine), C(C)(=O)O (acetic acid), C(CC(=O)C)(=O)OCC (ethyl acetoacetate). The solvent is C1(=CC=CC=C1)C (toluene). Run at temperature 110 celsius, time 4 hour. Product: C(C)OP(=O)(OCC)C(CCOCCOC1=CC(=C(\C=C(\C(=O)OCC)/C(C)=O)C=C1)OC)(F)F ((E)-ethyl 2-(4-(2-(3-(diethoxyphosphoryl)-3,3-difluoropropoxy)ethoxy)-2-methoxybenzylidene)-3-oxobutanoate). Isolated yield 78.0%. Reaction SMILES: [F:1][C:2]([P:20](=[O:27])([O:24][CH2:25][CH3:26])[O:21][CH2:22][CH3:23])([F:19])[CH2:3][CH2:4][O:5][CH2:6][CH2:7][O:8][C:9]1[CH:14]=[CH:13][C:12]([CH:15]=O)=[C:11]([O:17][CH3:18])[CH:10]=1.N1CCCCC1.C(O)(=O)C.[C:38]([O:44][CH2:45][CH3:46])(=[O:43])[CH2:39][C:40]([CH3:42])=[O:41]>C1(C)C=CC=CC=1>[CH2:22]([O:21][P:20]([C:2]([F:19])([F:1])[CH2:3][CH2:4][O:5][CH2:6][CH2:7][O:8][C:9]1[CH:14]=[CH:13][C:12](/[CH:15]=[C:39](\[C:40](=[O:41])[CH3:42])/[C:38]([O:44][CH2:45][CH3:46])=[O:43])=[C:11]([O:17][CH3:18])[CH:10]=1)([O:24][CH2:25][CH3:26])=[O:27])[CH3:23]. Reported procedure: To a solution of diethyl (1,1-difluoro-3-(2-(4-formyl-3-methoxyphenoxy)ethoxy)propyl)phosphonate (1 equiv.) in toluene (0.50 M) was added piperidine (0.10 equiv.), acetic acid (0.50 equiv.) and ethyl acetoacetate (1.2 equiv.). The reaction mixture was then heated to 110° C. for 18 h. At this point additional piperidine (0.10 equiv.), acetic acid (0.50 equiv.) and ethyl acetoacetate (0.50 equiv.) were added to the reaction mixture and heating at 110° C. was continued for 4 h. At this point the re... Reactants: C1(=CC=CC=C1)N=C1C(CCCC1(Cl)Cl)(Cl)Cl (N-phenyl-2,2,6,6-tetrachlorocyclohexaneimine). The solvent is ClC1=CC=CC=C1 (chlorobenzene). Run at temperature 25 celsius, time 5 hour. Yields the product C1(=CC=CC=C1)NC1=C(C=CC=C1Cl)Cl (N-phenyl-2,6-dichloroaniline), solid. The yield is 85.0%. RXN SMILES: [C:1]1([N:7]=[C:8]2[C:13](Cl)([Cl:14])[CH2:12][CH2:11][CH2:10][C:9]2(Cl)[Cl:16])[CH:6]=[CH:5][CH:4]=[CH:3][CH:2]=1>ClC1C=CC=CC=1>[C:1]1([NH:7][C:8]2[C:9]([Cl:16])=[CH:10][CH:11]=[CH:12][C:13]=2[Cl:14])[CH:6]=[CH:5][CH:4]=[CH:3][CH:2]=1. Procedure details: A 1 l glass reactor was charged with 100 g (0.32 mole) of N-phenyl-2,2,6,6-tetrachlorocyclohexaneimine obtained in Example 1 and 500 g of chlorobenzene, and the mixture was heated in an oil bath with stirring. While keeping the reaction temperature at 100° C., the reaction was continued for 5 hours. After the reaction was completed, the reaction mixture was cooled to 25° C., and washed with 300 g of a 10% aqueous solution of sodium hydroxide. Then, the organic layer was dried with sodium sulfuri... As a reaction SMILES: [Br:1][C:2]1[CH:3]=[C:4]([C:9]([O:11][CH3:12])=[O:10])[O:5][C:6]=1[CH:7]=O.Cl.NO.[N:16]1C=CC=CC=1.FC(F)(F)C(OC(=O)C(F)(F)F)=O>C(#N)C.Cl.C(OCC)(=O)C>[Br:1][C:2]1[CH:3]=[C:4]([C:9]([O:11][CH3:12])=[O:10])[O:5][C:6]=1[C:7]#[N:16] |f:1.2|. The solvent is C(C)#N (acetonitrile), Cl (HCl), C(C)(=O)OCC (ethyl acetate). The reactants are BrC=1C=C(OC1C=O)C(=O)OC (methyl 4-bromo-5-formyl-2-furoate), Cl.NO (hydroxylamine hydrochloride), FC(C(=O)OC(C(F)(F)F)=O)(F)F (trifluoroacetic anhydride), N1=CC=CC=C1 (pyridine). Reported procedure: To a solution of 46.55 g (0.20 mol) of methyl 4-bromo-5-formyl-2-furoate in 465 mL of acetonitrile was added 15.28 g (0.22 mol) of hydroxylamine hydrochloride. To this suspension 96.6 mL (1.2 mol) of pyridine was added dropwise over a period of 35 min, at 20-25° C. After 90 min stirring neat trifluoroacetic anhydride (67.72 mL, 0.48 mol) was dropped in over 45 min at room temperature. After 2.5 hours stirring the reaction mass was poured in a mixture of HCl 1 M (0.75 L) and ethyl acetate (0.75 L... Run at time 2.5 hour. Product: BrC=1C=C(OC1C#N)C(=O)OC (Methyl 4-bromo-5-cyano-2-furoate). Product: CC(C)c1cc(C(C)C)c(S(=O)(=O)c2cccc3c2Cc2ccccc2-3)c(C(C)C)c1. As a reaction SMILES: [Al+3:34].[CH2:1]1[c:2]2[cH:3][cH:4][cH:5][cH:6][c:7]2-[c:8]2[cH:9][cH:10][cH:11][cH:12][c:13]21.[CH:14]([CH3:15])([CH3:16])[c:17]1[c:18]([S:29](=[O:30])(=[O:31])[Cl:32])[c:19]([CH:26]([CH3:27])[CH3:28])[cH:20][c:21]([CH:23]([CH3:24])[CH3:25])[cH:22]1.[Cl-:33].[Cl-:35].[Cl-:36]>>[CH2:1]1[c:2]2[cH:3][cH:4][cH:5][cH:6][c:7]2-[c:8]2[cH:9][cH:10][cH:11][c:12]([S:29]([c:18]3[c:17]([CH:14]([CH3:15])[CH3:16])[cH:22][c:21]([CH:23]([CH3:24])[CH3:25])[cH:20][c:19]3[CH:26]([CH3:27])[CH3:28])(=[O:30])=[O:31])[c:13]21. Reactants: [Al+3], c1ccc2c(c1)Cc1ccccc1-2, CC(C)c1cc(C(C)C)c(S(=O)(=O)Cl)c(C(C)C)c1, [Cl-], [Cl-], [Cl-].